From a dataset of the Open Reaction Database (ORD), a public repository of structured organic reaction records. describe an organic reaction: reactants, conditions, products, and yield Reactants: N#CCBr, O=C([O-])[O-], Cc1nc(N2CCc3ccccc3CC2)c(C#N)c(=O)[nH]1, CN(C)C=O, [K+], [K+]. Yields the product Cc1nc(N2CCc3ccccc3CC2)c(C#N)c(=O)n1CC#N. Reaction SMILES: [Br:22][CH2:23][C:24]#[N:25].[C:26](=[O:27])([O-:28])[O-:29].[CH3:1][c:2]1[nH:3][c:4](=[O:21])[c:5]([C:19]#[N:20])[c:6]([N:8]2[CH2:9][CH2:10][c:11]3[c:12]([cH:15][cH:16][cH:17][cH:18]3)[CH2:13][CH2:14]2)[n:7]1.[CH3:32][N:33]([CH3:34])[CH:35]=[O:36].[K+:30].[K+:31]>>[CH3:1][c:2]1[n:3]([CH2:23][C:24]#[N:25])[c:4](=[O:21])[c:5]([C:19]#[N:20])[c:6]([N:8]2[CH2:9][CH2:10][c:11]3[c:12]([cH:15][cH:16][cH:17][cH:18]3)[CH2:13][CH2:14]2)[n:7]1. Reactants: [OH-].[Na+] (NaOH), C(CO)O (ethylene glycol), C(#N)C1=CC=C(C=C1)N1C=CC2=CC=CC=C12 (1-p-cyanophenylindole). Solvent: O (H2O). Product: N1(C=CC2=CC=CC=C12)C1=CC=C(C(=O)O)C=C1 (p-(indol-1-yl)benzoic acid). Isolated yield 95.0%. As a reaction SMILES: [OH-:1].[Na+].[CH2:3]([OH:6])[CH2:4]O.C(C1[CH:14]=[CH:13][C:12]([N:15]2[C:23]3[C:18](=[CH:19][CH:20]=[CH:21][CH:22]=3)[CH:17]=[CH:16]2)=[CH:11][CH:10]=1)#N>O>[N:15]1([C:12]2[CH:13]=[CH:14][C:4]([C:3]([OH:6])=[O:1])=[CH:10][CH:11]=2)[C:23]2[C:18](=[CH:19][CH:20]=[CH:21][CH:22]=2)[CH:17]=[CH:16]1 |f:0.1|. Reported procedure: A mixture of 180 ml of 6N NaOH, 360 ml ethylene glycol and 39.3 g (180 mmole) of 1-p-cyanophenylindole (Misbahul Ain Khan and J. B. Polya, J. Chem. Soc., 85 (1970)] is refluxed for 3 hours at 150°. The basic solution is diluted with 450 ml of H2O and extracted with diethyl ether to remove neutrals. The aqueous solution is acidified with 200 ml of 6N HCl. The solid is filtered washed with hot water and dried in a vacuum oven at 50° to yield 45.8 g (95%) of p-(indol-1-yl)benzoic acid, m.p. 224°-22... Reactants: COc1cc(OS(C)(=O)=O)ccc1-c1nc2ncccc2[nH]1, OO, O=C(O)C(F)(F)F. Product: COc1cc(OS(C)(=O)=O)ccc1-c1nc2c(ccc[n+]2[O-])[nH]1. RXN SMILES: [CH3:1][O:2][c:3]1[c:4](-[c:14]2[nH:15][c:16]3[c:17]([n:18][cH:19][cH:20][cH:21]3)[n:22]2)[cH:5][cH:6][c:7]([O:9][S:10](=[O:11])(=[O:12])[CH3:13])[cH:8]1.[OH:23][OH:24].[OH:25][C:26]([C:27]([F:28])([F:29])[F:30])=[O:31]>>[CH3:1][O:2][c:3]1[c:4](-[c:14]2[nH:15][c:16]3[c:17]([n+:18]([O-:23])[cH:19][cH:20][cH:21]3)[n:22]2)[cH:5][cH:6][c:7]([O:9][S:10](=[O:11])(=[O:12])[CH3:13])[cH:8]1. Starting materials: BrCCC1=CC=CC=C1 ((2-bromoethyl)benzene), [Mg] (magnesium), Cl (hydrochloric acid), C(C1=CC=CC=C1)N1C=NC=C1C(C)=O (1-(3-benzyl-3H-imidazol-4-yl)-ethanone), Grignard reagent. The solvent is O1CCCC1 (tetrahydrofuran), O1CCCC1 (tetrahydrofuran), O1CCCC1 (tetrahyrofuran). The product is C(C1=CC=CC=C1)N1C=NC=C1C(C)(CCC1=CC=CC=C1)O (2-(3-Benzyl-3H-imidazol-4-yl)4-phenylbutan-2-ol). Reaction SMILES: [Mg].Br[CH2:3][CH2:4][C:5]1[CH:10]=[CH:9][CH:8]=[CH:7][CH:6]=1.[CH2:11]([N:18]1[C:22]([C:23](=[O:25])[CH3:24])=[CH:21][N:20]=[CH:19]1)[C:12]1[CH:17]=[CH:16][CH:15]=[CH:14][CH:13]=1.Cl>O1CCCC1>[CH2:11]([N:18]1[C:22]([C:23]([OH:25])([CH2:3][CH2:4][C:5]2[CH:10]=[CH:9][CH:8]=[CH:7][CH:6]=2)[CH3:24])=[CH:21][N:20]=[CH:19]1)[C:12]1[CH:13]=[CH:14][CH:15]=[CH:16][CH:17]=1. Procedure: 1.0 g of magnesium turnings are covered with 5 ml of dry tetrahydrofuran. To the mixture is added 7.8 g of (2-bromoethyl)benzene in 30 ml of dry tetrahydrofuran at such a rate that a smooth reaction is maintained. The mixture is then heated under reflux for one hour. After being cooled to room temperature, 3.0 g of 1-(3-benzyl-3H-imidazol-4-yl)-ethanone in 20 ml of tetrahyrofuran is added dropwise to the Grignard reagent and the reaction mixture is refluxed for one hour. The cooled reaction mixt... Starting materials: ClCCl, Cc1nc(N)nc(Cl)c1Cc1ccc(CO)cc1F, O=S(Cl)Cl. Yields the product Cc1nc(N)nc(Cl)c1Cc1ccc(CCl)cc1F. Reaction SMILES: [Cl:24][CH2:25][Cl:26].[NH2:5][c:6]1[n:7][c:8]([CH3:23])[c:9]([CH2:13][c:14]2[c:15]([F:22])[cH:16][c:17]([CH2:20][OH:21])[cH:18][cH:19]2)[c:10]([Cl:12])[n:11]1.[S:1]([Cl:2])([Cl:3])=[O:4]>>[Cl:3][CH2:20][c:17]1[cH:16][c:15]([F:22])[c:14]([CH2:13][c:9]2[c:8]([CH3:23])[n:7][c:6]([NH2:5])[n:11][c:10]2[Cl:12])[cH:19][cH:18]1. Yields the product OCCN1C(NC(C1)(C)C)=O (1-(2-hydroxyethyl)-4,4-dimethylimidazolidin-2-one). RXN SMILES: N[C:2](N)=[O:3].[NH2:5][C:6]([CH3:13])([CH3:12])[CH2:7][NH:8][CH2:9][CH2:10][OH:11].N>>[OH:11][CH2:10][CH2:9][N:8]1[CH2:7][C:6]([CH3:13])([CH3:12])[NH:5][C:2]1=[O:3]. The reactants are NC(=O)N (urea), NC(CNCCO)(C)C (2-((2-amino-2-methylpropyl)amino)ethanol), N (ammonia). Isolated yield 41.7%. Reported procedure: A mixture of urea (5.4 g, 91 mmol) and 2-((2-amino-2-methylpropyl)amino)ethanol (12 g, 91 mmol) was heated in a 200° C. sand bath for approximately 45 min until ammonia evolution had ceased. The crude mixture was purified by column chromatography, eluting from silica gel with a gradient of 0-10% methanol in dichloromethane to give 6.0 g of a white solid. 1H NMR (CDCl3, 400 MHz) δ 1.33 (s, 6H), 3.21 (s, 2H), 3.27-3.30 (t, J=5.2, 2H), 3.69-3.71 (q, J=5.2 Hz, 2H), 4.01-4.04 (t, J=5.4, 1H), 5.31 (br... The reactants are CCN(C(C)C)C(C)C, O=C(Nc1ccc(Cl)c(C(=O)O)c1)c1ccnc(N2CCOCC2)c1, CCN1CCN(c2ccc(N)cn2)CC1, CN(C)C=O. Yields the product CCN1CCN(c2ccc(NC(=O)c3cc(NC(=O)c4ccnc(N5CCOCC5)c4)ccc3Cl)cn2)CC1. As a reaction SMILES: [CH:41]([N:42]([CH:43]([CH3:44])[CH3:45])[CH2:46][CH3:47])([CH3:48])[CH3:49].[Cl:1][c:2]1[c:3]([C:4](=[O:5])[OH:6])[cH:7][c:8]([NH:11][C:12](=[O:13])[c:14]2[cH:15][c:16]([N:20]3[CH2:21][CH2:22][O:23][CH2:24][CH2:25]3)[n:17][cH:18][cH:19]2)[cH:9][cH:10]1.[NH2:26][c:27]1[cH:28][cH:29][c:30]([N:33]2[CH2:34][CH2:35][N:36]([CH2:39][CH3:40])[CH2:37][CH2:38]2)[n:31][cH:32]1.[O:50]=[CH:51][N:52]([CH3:53])[CH3:54]>>[Cl:1][c:2]1[c:3]([C:4](=[O:5])[NH:26][c:27]2[cH:28][cH:29][c:30]([N:33]3[CH2:34][CH2:35][N:36]([CH2:39][CH3:40])[CH2:37][CH2:38]3)[n:31][cH:32]2)[cH:7][c:8]([NH:11][C:12](=[O:13])[c:14]2[cH:15][c:16]([N:20]3[CH2:21][CH2:22][O:23][CH2:24][CH2:25]3)[n:17][cH:18][cH:19]2)[cH:9][cH:10]1.